The task is: describe an organic reaction: reactants, conditions, products, and yield. This data is from the Open Reaction Database (ORD), a public repository of structured organic reaction records. Reactants: NCC1=C(C=C(C=C1)C(C(=O)NCC=1C(=NC(=CC1)C(F)(F)F)C=1C=C(C=CC1)C)C)C (2-(4-(aminomethyl)-3-methylphenyl)-N-((2-m-tolyl-6-(trifluoromethyl)pyridin-3-yl)methyl)propanamide), CS(=O)(=O)Cl (methanesulfonyl chloride). Run in C(C)OC(C)=O (ethylacetate), N1=CC=CC=C1 (pyridine). Conditions: time 8 hour. Yields the product CC=1C=C(C=CC1CNS(=O)(=O)C)C(C(=O)NCC=1C(=NC(=CC1)C(F)(F)F)C=1C=C(C=CC1)C)C (2-(3-Methyl-4-(methylsulfonamidomethyl)phenyl)-N-((2-m-tolyl-6-(trifluoromethyl)pyridin-3-yl)methyl)propanamide). Isolated yield 60.8%. Reaction SMILES: [NH2:1][CH2:2][C:3]1[CH:8]=[CH:7][C:6]([CH:9]([CH3:31])[C:10]([NH:12][CH2:13][C:14]2[C:15]([C:24]3[CH:25]=[C:26]([CH3:30])[CH:27]=[CH:28][CH:29]=3)=[N:16][C:17]([C:20]([F:23])([F:22])[F:21])=[CH:18][CH:19]=2)=[O:11])=[CH:5][C:4]=1[CH3:32].[CH3:33][S:34](Cl)(=[O:36])=[O:35]>N1C=CC=CC=1.C(OC(=O)C)C>[CH3:32][C:4]1[CH:5]=[C:6]([CH:9]([CH3:31])[C:10]([NH:12][CH2:13][C:14]2[C:15]([C:24]3[CH:25]=[C:26]([CH3:30])[CH:27]=[CH:28][CH:29]=3)=[N:16][C:17]([C:20]([F:23])([F:21])[F:22])=[CH:18][CH:19]=2)=[O:11])[CH:7]=[CH:8][C:3]=1[CH2:2][NH:1][S:34]([CH3:33])(=[O:36])=[O:35]. Procedure details: To a stirred solution of 2-(4-(aminomethyl)-3-methylphenyl)-N-((2-m-tolyl-6-(trifluoromethyl)pyridin-3-yl)methyl)propanamide (83 mg, 0.19 mmol) in pyridine was added methanesulfonyl chloride (0.02 mL, 0.24 mmol) The reaction mixture was stirred for overnight at room temperature. The mixture was diluted with ethylacetate and washed with 1N HCl and brine. The organic layer was dried over magnesium sulfate and filtered. The filtrate removed in vacuo. The crude was purified by column chromatography.... The reactants are [AlH4-], [Li+], [Na+], C1CCOC1, [OH-], O, CCOC(=O)CCC1CCN(Cc2ccccc2)CC1. The product is OCCCC1CCN(Cc2ccccc2)CC1. RXN SMILES: [AlH4-:7].[Li+:6].[Na+:29].[O:1]1[CH2:2][CH2:3][CH2:4][CH2:5]1.[OH-:28].[OH2:30].[c:8]1([CH2:14][N:15]2[CH2:16][CH2:17][CH:18]([CH2:21][CH2:22][C:23](=[O:24])[O:25][CH2:26][CH3:27])[CH2:19][CH2:20]2)[cH:9][cH:10][cH:11][cH:12][cH:13]1>>[c:8]1([CH2:14][N:15]2[CH2:16][CH2:17][CH:18]([CH2:21][CH2:22][CH2:23][OH:24])[CH2:19][CH2:20]2)[cH:9][cH:10][cH:11][cH:12][cH:13]1.